From a dataset of the Open Reaction Database (ORD), a public repository of structured organic reaction records. describe an organic reaction: reactants, conditions, products, and yield Reactants: CCCCOc1ccc(C(=O)O)cn1, CN(C)C=O, CC(CCOS(C)(=O)=O)=C(F)F, [Na+], O, O=C([O-])O. Yields the product CCCCOc1ccc(C(=O)OCCC(C)=C(F)F)cn1. RXN SMILES: [CH2:6]([CH2:7][CH2:8][CH3:9])[O:10][c:11]1[n:12][cH:13][c:14]([C:15](=[O:16])[OH:17])[cH:18][cH:19]1.[CH3:1][N:2]([CH3:3])[CH:4]=[O:5].[CH3:20][S:21]([O:22][CH2:25][CH2:26][C:27](=[C:28]([F:29])[F:30])[CH3:31])(=[O:23])=[O:24].[Na+:32].[OH2:37].[OH:33][C:34](=[O:35])[O-:36]>>[CH2:6]([CH2:7][CH2:8][CH3:9])[O:10][c:11]1[n:12][cH:13][c:14]([C:15](=[O:16])[O:17][CH2:25][CH2:26][C:27](=[C:28]([F:29])[F:30])[CH3:31])[cH:18][cH:19]1. Starting materials: CNCCO (2-methylaminoethanol), ClC=1C=C(C=CC1)C1(C(C1)CCl)C1=CC(=CC=C1)Cl (2,2-di(m-chlorophenyl)cyclopropylmethyl chloride). Run in C(C)O (ethanol), C(C)O (ethanol). Yields the product CN(CCO)CC1C(C1)(C1=CC(=CC=C1)Cl)C1=CC(=CC=C1)Cl (N-methyl-N-(2-hydroxyethyl)-2,2-di(m-chlorophenyl)-cyclopropylmethylamine). Reaction SMILES: [CH3:1][NH:2][CH2:3][CH2:4][OH:5].[Cl:6][C:7]1[CH:8]=[C:9]([C:13]2([C:18]3[CH:23]=[CH:22][CH:21]=[C:20]([Cl:24])[CH:19]=3)[CH2:15][CH:14]2[CH2:16]Cl)[CH:10]=[CH:11][CH:12]=1>C(O)C>[CH3:1][N:2]([CH2:16][CH:14]1[CH2:15][C:13]1([C:9]1[CH:10]=[CH:11][CH:12]=[C:7]([Cl:6])[CH:8]=1)[C:18]1[CH:23]=[CH:22][CH:21]=[C:20]([Cl:24])[CH:19]=1)[CH2:3][CH2:4][OH:5]. Reported procedure: To a solution of 2-methylaminoethanol (0.29 g) in ethanol (5 ml) was added a solution of 2,2-di(m-chlorophenyl)cyclopropylmethyl chloride (0.40 g) in ethanol (10 ml) at room temperature, and stirring was carried out under reflux for 10 hours. The reaction mixture was evaporated and poured into a 10 % aqueous solution of sodium hydroxide. The chloroform extract was dried and chromatographed to afford N-methyl-N-(2-hydroxyethyl)-2,2-di(m-chlorophenyl)-cyclopropylmethylamine as an oily substance. M...